Task: describe an organic reaction: reactants, conditions, products, and yield. Dataset: the Open Reaction Database (ORD), a public repository of structured organic reaction records The reactants are CCOc1cc(CN2CCC(N)CC2)ccc1OC, [H-], N#Cc1cnc(Cl)nc1N, [Na+], CN(C)C=O. RXN SMILES: [CH2:1]([CH3:2])[O:3][c:4]1[cH:5][c:6]([CH2:7][N:8]2[CH2:9][CH2:10][CH:11]([NH2:14])[CH2:12][CH2:13]2)[cH:15][cH:16][c:17]1[O:18][CH3:19].[H-:20].[NH2:22][c:23]1[n:24][c:25]([Cl:31])[n:26][cH:27][c:28]1[C:29]#[N:30].[Na+:21].[O:32]=[CH:33][N:34]([CH3:35])[CH3:36]>>[CH2:1]([CH3:2])[O:3][c:4]1[cH:5][c:6]([CH2:7][N:8]2[CH2:9][CH2:10][CH:11]([NH:14][c:25]3[n:24][c:23]([NH2:22])[c:28]([C:29]#[N:30])[cH:27][n:26]3)[CH2:12][CH2:13]2)[cH:15][cH:16][c:17]1[O:18][CH3:19]. Yields the product CCOc1cc(CN2CCC(Nc3ncc(C#N)c(N)n3)CC2)ccc1OC. Reactants: NC1=C(C(=CC=C1)F)N (1,2-diamino-3-fluorobenzene), CCOC(=S)[S-].[K+] (potassium ethyl xanthogenate). Run in C(C)O (ethanol), O (water). The product is FC1=CC=CC=2NC(=NC21)S (4-fluoro-2-mercapto-1H-benzimidazole). Reaction SMILES: [NH2:1][C:2]1[CH:7]=[CH:6][CH:5]=[C:4]([F:8])[C:3]=1[NH2:9].CCO[C:13]([S-])=[S:14].[K+]>C(O)C.O>[F:8][C:4]1[C:3]2[N:9]=[C:13]([SH:14])[NH:1][C:2]=2[CH:7]=[CH:6][CH:5]=1 |f:1.2|. Procedure details: 1,2-diamino-3-fluorobenzene (1.6 g, 12.7 mmol) and potassium ethyl xanthogenate (2.64 g, 16.5 mmol) were dissolved in ethanol (25 ml) and water (6 ml). The mixture was refluxed for 14 hours and then concentrated on a rotavapor. Water (20 ml) was added and the solution was acidified with 2M hydrochloric acid. The precipitate was filtered off and dried. In this way the title compound was obtained (1.23 g, 58%). NMR is given below. Starting materials: solution, C(=O)O (formic acid), C1(=CC=CC=C1)C1=NC(C=2N(C3=C1C=CC=C3)C=NN2)NC(=O)OCC2=CC=CC=C2 (6-phenyl-4-benzyloxycarbonylamino-4H-[1,2,4]triazolo-[4,3-a][1,4]benzodiazepin). Reagents/catalysts: [Pd] (palladium on carbon). Run in CO (methanol). Conditions: temperature 23 celsius, time 1.5 hour. Yields the product C(=O)O.C1(=CC=CC=C1)C1=NC(C=2N(C3=C1C=CC=C3)C=NN2)N (6-Phenyl-4H-[1,2,4]triazolo-[4,3-a][1,4]benzodiazepin-4-ylamine formate salt). RXN SMILES: [CH:1]([OH:3])=[O:2].[C:4]1([C:10]2[C:16]3[CH:17]=[CH:18][CH:19]=[CH:20][C:15]=3[N:14]3[CH:21]=[N:22][N:23]=[C:13]3[CH:12]([NH:24]C(OCC3C=CC=CC=3)=O)[N:11]=2)[CH:9]=[CH:8][CH:7]=[CH:6][CH:5]=1>CO.[Pd]>[CH:1]([OH:3])=[O:2].[C:4]1([C:10]2[C:16]3[CH:17]=[CH:18][CH:19]=[CH:20][C:15]=3[N:14]3[CH:21]=[N:22][N:23]=[C:13]3[CH:12]([NH2:24])[N:11]=2)[CH:5]=[CH:6][CH:7]=[CH:8][CH:9]=1 |f:4.5|. Procedure: To a 4.5% solution of 90% aqueous formic acid in methanol was added 120 mg of 10% palladium on carbon catalyst under nitrogen. To this suspension was added 150 mg of 6-phenyl-4-benzyloxycarbonylamino-4H-[1,2,4]triazolo-[4,3-a][1,4]benzodiazepin. The reaction mixture was stirred under nitrogen at 23° C. for 1.5 hours and filtered through Celite. The filtrate was concentrated under reduced pressure and azeotropically dried with toluene to yield the title compound. Reactants: CC(C)(C)c1cc(CO)no1, C1COCCO1. The product is CC(C)(C)c1cc(C=O)no1. Reaction SMILES: [C:1]([CH3:2])([CH3:3])([CH3:4])[c:5]1[cH:6][c:7]([CH2:10][OH:11])[n:8][o:9]1.[CH2:12]1[O:13][CH2:14][CH2:15][O:16][CH2:17]1>>[C:1]([CH3:2])([CH3:3])([CH3:4])[c:5]1[cH:6][c:7]([CH:10]=[O:11])[n:8][o:9]1.